This data is from the Open Reaction Database (ORD), a public repository of structured organic reaction records. The task is: describe an organic reaction: reactants, conditions, products, and yield The reactants are COC1=CC=C2C=CC=C(C2=C1)CC(=O)Cl ((7-methoxynaphth-1-yl)acetyl chloride), N (ammonia). Solvent: CCOCC (ether). Product: COC1=CC=C2C=CC=C(C2=C1)CC(=O)N ((7-Methoxynaphth-1-yl)acetamide). Reaction SMILES: [CH3:1][O:2][C:3]1[CH:12]=[C:11]2[C:6]([CH:7]=[CH:8][CH:9]=[C:10]2[CH2:13][C:14](Cl)=[O:15])=[CH:5][CH:4]=1.[NH3:17]>CCOCC>[CH3:1][O:2][C:3]1[CH:12]=[C:11]2[C:6]([CH:7]=[CH:8][CH:9]=[C:10]2[CH2:13][C:14]([NH2:17])=[O:15])=[CH:5][CH:4]=1. Procedure details: The (7-methoxynaphth-1-yl)acetyl chloride obtained above is dissolved in 200 cm3 of anhydrous ether. After cooling the solution with the aid of an ice-salt bath, 200 cm3 of an aqueous concentrated ammonia solution are added, with stirring. The mixture is stirred for 30 minutes, and the resulting precipitate is suction filtered. The product is recrystallised in ethanol. The reactants are ice, C([O-])([O-])=O.[K+].[K+] (potassium carbonate), FC=1C=C2C(C(C=NC2=CC1F)C(=O)OCC)=O (ethyl 6,7-difluoro-4-oxoquinoline-3-carboxylate), P(=O)(Cl)(Cl)Cl (phosphorus oxychloride). Run at temperature 95 celsius. Yields the product ClC1=C(C=NC2=CC(=C(C=C12)F)F)C(=O)OCC (ethyl 4-chloro-6,7-difluoroquinoline-3-carboxylate). Isolated yield 84.7%. Reaction SMILES: [F:1][C:2]1[CH:3]=[C:4]2[C:9](=[CH:10][C:11]=1[F:12])[N:8]=[CH:7][CH:6]([C:13]([O:15][CH2:16][CH3:17])=[O:14])[C:5]2=O.C(=O)([O-])[O-].[K+].[K+].P(Cl)(Cl)([Cl:27])=O>>[Cl:27][C:5]1[C:4]2[C:9](=[CH:10][C:11]([F:12])=[C:2]([F:1])[CH:3]=2)[N:8]=[CH:7][C:6]=1[C:13]([O:15][CH2:16][CH3:17])=[O:14] |f:1.2.3|. Reported procedure: A suspension of 58.3 g of ethyl 6,7-difluoro-4-oxoquinoline-3-carboxylate in 490 g of phosphorus oxychloride was heated at 95° C. for 5 hours with stirring. After evaporation to dryness under reduced pressure (5.2 kPa), the viscous residue obtained was supplemented with 500 cm3 of ice-cold water and decomposed by slow addition of a saturated aqueous potassium carbonate solution up to pH 8. The insoluble material formed was extracted twice with 400 cm3 of dichloromethane. The organic extracts obt... Starting materials: CO (methanol), COC(CNC1CC(N(C(C1)(C)C)C(C)=O)(C)C)=O (N-(1-acetyl-2,2,6,6-tetramethyl-4-piperidinyl)glycine methyl ester), C(C)(=O)N1C(CC(CC1(C)C)O)(C)C (1-acetyl-2,2,6,6-tetramethyl-4-piperidinol), [NH2-].[Li+] (lithium amide). Solvent: CCCCCCC (heptane), CCCCCCC (heptane), O (water). Yields the product C(C)(=O)N1C(CC(CC1(C)C)OC(CNC1CC(N(C(C1)(C)C)C(C)=O)(C)C)=O)(C)C (N-(1-acetyl-2,2,6,6-tetramethyl-4-piperidinyl)glycine(1-acetyl-2,2,6,6-tetramethyl-4-piperidinyl)ester). Yield: 73.1%. RXN SMILES: [CH3:1][O:2][C:3](=[O:19])[CH2:4][NH:5][CH:6]1[CH2:11][C:10]([CH3:13])([CH3:12])[N:9]([C:14](=[O:16])[CH3:15])[C:8]([CH3:18])([CH3:17])[CH2:7]1.[C:20]([N:23]1[C:28]([CH3:30])([CH3:29])[CH2:27]C(O)[CH2:25][C:24]1([CH3:33])[CH3:32])(=[O:22])[CH3:21].[NH2-].[Li+].CO>CCCCCCC.O>[C:20]([N:23]1[C:24]([CH3:33])([CH3:32])[CH2:25][CH:1]([O:2][C:3](=[O:19])[CH2:4][NH:5][CH:6]2[CH2:11][C:10]([CH3:13])([CH3:12])[N:9]([C:14](=[O:16])[CH3:15])[C:8]([CH3:18])([CH3:17])[CH2:7]2)[CH2:27][C:28]1([CH3:30])[CH3:29])(=[O:22])[CH3:21] |f:2.3|. Procedure: To a four-necked flask equipped with a thermometer, a stirrer and a Deanstark trap were added 27 g (0.1 mole) of N-(1-acetyl-2,2,6,6-tetramethyl-4-piperidinyl)glycine methyl ester, 21.9 g (0.11 mole) of 1-acetyl-2,2,6,6-tetramethyl-4-piperidinol, 0.23 g of lithium amide and 100 g of heptane. The temperature was raised with stirring, and reaction was carried out at 98° to 105° C. for 6 hours, during which methanol was removed from the reaction system by means of the Deanstark trap. After completi... Reactants: C1(=CC=CC=C1)CC(=O)OCCl (Chloromethyl phenylacetate), C(C)(=O)NC=1C(=C(C(=C(C1I)C(=O)[O-])I)N(C)C(C)=O)I.[Cs+] (cesium 5-(N-acetylamino)-3-(N-acetyl-N-methylamino)-2,4,6-triiodobenzenecarboxylate), [I-].[Na+] (sodium iodide). Solvent: CN(C)C=O (DMF), CN(C)C=O (DMF). Run at time 20 hour. Yields the product C(C)(=O)NC=1C(=C(C(=C(C1I)C(=O)OC(C1=CC=CC=C1)OC(C)=O)I)N(C)C(C)=O)I (Acetyloxy-phenylmethyl 5-(N-acetylamino)-3-(N-acetyl-N-methylamino)-2,4,6-triiodobenzenecarboxylate). As a reaction SMILES: [C:1]1([CH2:7]C(OCCl)=O)[CH:6]=[CH:5][CH:4]=[CH:3][CH:2]=1.[C:13]([NH:16][C:17]1[C:18]([I:33])=[C:19]([N:28]([C:30](=[O:32])[CH3:31])[CH3:29])[C:20]([I:27])=[C:21]([C:24]([O-:26])=[O:25])[C:22]=1[I:23])(=[O:15])[CH3:14].[Cs+].[I-].[Na+]>CN(C=O)C>[C:13]([NH:16][C:17]1[C:18]([I:33])=[C:19]([N:28]([C:30](=[O:32])[CH3:31])[CH3:29])[C:20]([I:27])=[C:21]([C:24]([O:26][CH:7]([O:26][C:24](=[O:25])[CH3:21])[C:1]2[CH:2]=[CH:3][CH:4]=[CH:5][CH:6]=2)=[O:25])[C:22]=1[I:23])(=[O:15])[CH3:14] |f:1.2,3.4|. Procedure: Chloromethyl phenylacetate (Neuenschwander, Markus et. al., Helv. Chin. Acta, 61 (1978) 2047) (1.59 g. 8.6 mmol) in dry DMF (20 ml) is added dropwise at 50° C. to a solution of cesium 5-(N-acetylamino)-3-(N-acetyl-N-methylamino)-2,4,6-triiodobenzenecarboxylate (7.28 g, 9.6 mmol) and sodium iodide (64 mg, 0.42 mmol) in dry DMF (100 ml). The precipitate is removed by filtration after stirring for 20 hours and the solvent is removed at reduced pressure. The residue is dissolved in chloroform (200 m... Reactants: CC[O-].[Na+] (EtONa), C(#N)C1=C(C=C(C=C1)C1C(O1)C(=O)OCC)OC (ethyl 3-(4-cyano-3-methoxyphenyl)oxirane-2-carboxylate), O (water). Run in C(C)O (ethanol), C(C)O (ethanol). Reaction conditions: temperature 0 celsius, time 10 minute. Yields the product COC1=C(C#N)C=CC(=C1)CC=O (2-methoxy-4-(2-oxoethyl)benzonitrile). RXN SMILES: [C:1]([C:3]1[CH:8]=[CH:7][C:6]([CH:9]2[O:11][CH:10]2C(OCC)=O)=[CH:5][C:4]=1[O:17][CH3:18])#[N:2].CC[O-].[Na+].O>C(O)C>[CH3:18][O:17][C:4]1[CH:5]=[C:6]([CH2:9][CH:10]=[O:11])[CH:7]=[CH:8][C:3]=1[C:1]#[N:2] |f:1.2|. Procedure: A solution of ethyl 3-(4-cyano-3-methoxyphenyl)oxirane-2-carboxylate (400 mg, 1.6 mmol) in 5 mL of dry ethanol was cooled to 0° C. Freshly prepared EtONa (2.1 mmol) in 4 mL of ethanol was added and stirred at 0° C. for 10 min. Then dropwise addition of 0.1 g of water, stirred at 0° C. for 2 hours, and the sodium salt of the epoxy compound was filtered. The sodium salt of the epoxy compound was then dissolved in 10 mL of water and added 10 mL of 1 N of HCl and 20 mL of toluene. The mixture was he... Starting materials: O=C([O-])[O-], CC1(C)OB(c2cn[nH]c2)OC1(C)C, CC#N, [Cs+], [Cs+], CCI. Yields the product CCn1cc(B2OC(C)(C)C(C)(C)O2)cn1. RXN SMILES: [C:18](=[O:19])([O-:20])[O-:21].[CH3:1][C:2]1([CH3:14])[O:3][B:4]([c:9]2[cH:10][n:11][nH:12][cH:13]2)[O:5][C:6]1([CH3:7])[CH3:8].[CH3:24][C:25]#[N:26].[Cs+:22].[Cs+:23].[I:15][CH2:16][CH3:17]>>[CH3:1][C:2]1([CH3:14])[O:3][B:4]([c:9]2[cH:10][n:11][n:12]([CH2:16][CH3:17])[cH:13]2)[O:5][C:6]1([CH3:7])[CH3:8].